From a dataset of the Open Reaction Database (ORD), a public repository of structured organic reaction records. describe an organic reaction: reactants, conditions, products, and yield The reactants are CC1=C(C(=O)Cl)C=CC=C1 (2-methyl-benzoic acid chloride), COP(C1=CC=CC=C1)C1=CC=CC=C1 (methoxydiphenylphosphine). Yields the product 134, CC1=C(C(=O)P(C2=CC=CC=C2)(C2=CC=CC=C2)=O)C=CC=C1 (2-methylbenzoyldiphenylphosphine oxide). Yield: 84.0%. As a reaction SMILES: [CH3:1][C:2]1[CH:10]=[CH:9][CH:8]=[CH:7][C:3]=1[C:4](Cl)=[O:5].C[O:12][P:13]([C:20]1[CH:25]=[CH:24][CH:23]=[CH:22][CH:21]=1)[C:14]1[CH:19]=[CH:18][CH:17]=[CH:16][CH:15]=1>>[CH3:1][C:2]1[CH:10]=[CH:9][CH:8]=[CH:7][C:3]=1[C:4]([P:13](=[O:12])([C:20]1[CH:21]=[CH:22][CH:23]=[CH:24][CH:25]=1)[C:14]1[CH:19]=[CH:18][CH:17]=[CH:16][CH:15]=1)=[O:5]. Procedure: Using a method similar to that of Example 2, 77 parts of 2-methyl-benzoic acid chloride and 108 parts of methoxydiphenylphosphine give 134 parts of 2-methylbenzoyldiphenylphosphine oxide. Yield 84% of theory, melting point 107° C. Starting materials: S(=O)(Cl)Cl (thionyl chloride), CN(C=O)C (N,N-dimethylformamide), ClC=1C(=C(C(=C(C1)C(C)O)OC)C1OCC(NC1)=O)C (6-[3-Chloro-5-(1-hydroxyethyl)-6-methoxy-2-methylphenyl]morpholin-3-one). Run in C(Cl)Cl (methylene chloride), C(Cl)Cl (methylene chloride). Reaction conditions: time 10 minute. Yields the product ClC=1C(=C(C(=C(C1)C(C)Cl)OC)C1OCC(NC1)=O)C (6-[3-Chloro-5-(1-chloroethyl)-6-methoxy-2-methylphenyl]morpholin-3-one). RXN SMILES: S(Cl)([Cl:3])=O.CN(C)C=O.[Cl:10][C:11]1[C:12]([CH3:29])=[C:13]([CH:22]2[CH2:27][NH:26][C:25](=[O:28])[CH2:24][O:23]2)[C:14]([O:20][CH3:21])=[C:15]([CH:17](O)[CH3:18])[CH:16]=1>C(Cl)Cl>[Cl:10][C:11]1[C:12]([CH3:29])=[C:13]([CH:22]2[CH2:27][NH:26][C:25](=[O:28])[CH2:24][O:23]2)[C:14]([O:20][CH3:21])=[C:15]([CH:17]([Cl:3])[CH3:18])[CH:16]=1. Reported procedure: A mixture of thionyl chloride (15 μL, 0.21 mmol) and N,N-dimethylformamide (10.0 μL) was stirred at room temperature for 10 minutes. A solution of 6-[3-chloro-5-(1-hydroxyethyl)-6-methoxy-2-methylphenyl]morpholin-3-one (19.0 mg, 0.0634 mmol) (racemic mixture of two diastereomers from step 5) in methylene chloride (1.0 mL) was added and the mixture was stirred at room temperature overnight. The mixture was diluted with methylene chloride, washed with saturated sodium bicarbonate, water, brine, dr... Starting materials: [Cl-] (chloride), C[Mg]Cl (methylmagnesium chloride), O1CCCC1 (tetrahydrofuran), C(C)OCC (diethyl ether), ClC1C=2C(=C(C=CC2C(=C2[NH+]1CCC1=CC3=C(C=C21)OCO3)C)OC)OC (8-chloro-9,10-dimethoxy-13-methyl-5,6-dihydro-[1,3]dioxolo[4,5-g]isoquino[3,2-a]isoquinolin-7-ylium). Reaction conditions: temperature 0 celsius, time 30 minute. The product is COC1=C(C=CC=2C(=C3N(CCC4=CC5=C(C=C34)OCO5)C(C12)(C)C)C)OC (9,10-dimethoxy-8,8,13-trimethyl-5,8-dihydro-6H-[1,3]dioxolo[4,5-g]isoquino[3,2-a]isoquinoline). The yield is 9.0%. As a reaction SMILES: ClC1[NH+:11]2[CH2:12][CH2:13][C:14]3[C:19]([C:10]2=[C:9]([CH3:23])[C:8]2[CH:7]=[CH:6][C:5]([O:24][CH3:25])=C(OC)C1=2)=[CH:18][C:17]1[O:20][CH2:21][O:22][C:16]=1[CH:15]=3.[Cl-].C[Mg]Cl.O1C[CH2:35][CH2:34][CH2:33]1.[CH2:37]([O:39][CH2:40][CH3:41])C>>[CH3:37][O:39][C:40]1[C:41]2[C:34]([CH3:35])([CH3:33])[N:11]3[CH2:12][CH2:13][C:14]4[C:19]([C:10]3=[C:9]([CH3:23])[C:8]=2[CH:7]=[CH:6][C:5]=1[O:24][CH3:25])=[CH:18][C:17]1[O:20][CH2:21][O:22][C:16]=1[CH:15]=4. Procedure: To a suspension of 8-chloro-9,10-dimethoxy-13-methyl-5,6-dihydro-[1,3]dioxolo[4,5-g]isoquino[3,2-a]isoquinolin-7-ylium; chloride (970 mg, 2.3 mmol) in anhydrous diethyl ether (150 mL) at 0° C. was added a solution of methylmagnesium chloride in tetrahydrofuran (3 M, 15 mL, 45 mmol) dropwise. After stirring at 0° C. for 30 min, the reaction was quenched by adding saturated aqueous ammonium chloride solution (50 mL). The mixture was extracted with diethyl ether (2×100 mL), washed with brine, dried... Reactants: [K].O1C(NN=C1C(=O)OCC)=S (ethyl 1,3,4-oxadiazole-2-thione-5-carboxylate potassium), C(CC)I (n-propyliodide). RXN SMILES: [K].[O:2]1[C:6]([C:7]([O:9][CH2:10][CH3:11])=[O:8])=[N:5][NH:4][C:3]1=[S:12].[CH2:13](I)[CH2:14][CH3:15]>[Hg]>[CH2:13]([S:12][C:3]1[O:2][C:6]([C:7]([O:9][CH2:10][CH3:11])=[O:8])=[N:5][N:4]=1)[CH2:14][CH3:15] |f:0.1,^1:0|. Procedure: The title compound was prepared from ethyl 1,3,4-oxadiazole-2-thione-5-carboxylate potassium salt dimethylsulfoxide solvate (10 g., 28.5 mmole) and n-propyliodide (4.17 ml., 42.8 mmole) analogously to the procedure described in Experiment A. The yield was 4.99 g. (81%). The product had a B.P. of 108°-118° C. at 0.65 mm. of mercury. Reagents/catalysts: [Hg] (mercury). Product: C(CC)SC1=NN=C(O1)C(=O)OCC (Ethyl 5-n-propylthio-1,3,4-oxadiazole-2-carboxylate). The reactants are NC1=C(N=NC2=C(C=CC=C12)Br)C(=O)NCCCC (4-amino-8-bromo-N-butyl-cinnoline-3-carboxamide), COC1=C(C=C(C=C1)OC)B(O)O (2,5-dimethoxyphenyl boronic acid). Product: NC1=C(N=NC2=C(C=CC=C12)C1=C(C=CC(=C1)OC)OC)C(=O)NCCCC (4-Amino-N-butyl-8-(2,5-dimethoxyphenyl)cinnoline-3-carboxamide), solid. The yield is 82.0%. RXN SMILES: [NH2:1][C:2]1[C:11]2[C:6](=[C:7](Br)[CH:8]=[CH:9][CH:10]=2)[N:5]=[N:4][C:3]=1[C:13]([NH:15][CH2:16][CH2:17][CH2:18][CH3:19])=[O:14].[CH3:20][O:21][C:22]1[CH:27]=[CH:26][C:25]([O:28][CH3:29])=[CH:24][C:23]=1B(O)O>>[NH2:1][C:2]1[C:11]2[C:6](=[C:7]([C:26]3[CH:27]=[C:22]([O:21][CH3:20])[CH:23]=[CH:24][C:25]=3[O:28][CH3:29])[CH:8]=[CH:9][CH:10]=2)[N:5]=[N:4][C:3]=1[C:13]([NH:15][CH2:16][CH2:17][CH2:18][CH3:19])=[O:14]. Procedure details: The title compound was prepared from 4-amino-8-bromo-N-butyl-cinnoline-3-carboxamide (100 mg, 0.31 mmol) and 2,5-dimethoxyphenyl boronic acid (112.6 mg, 0.62 mmol) according to Method A to afford a white solid (96.3 mg, 82%). 1H NMR (300.132 MHz, CDCl3) δ 8.54 (t, J=4.7 Hz, 1H), 7.86 (dd, J=7.6, 2.2 Hz, 1H), 6.96 (t, J=3.0 Hz, 1H), 6.96 (s, 1H), 6.93 (d, J=1.9 Hz, 1H), 7.76-7.68 (m, 2H), 3.79 (s, 3H), 3.64 (s, 3H), 3.48 (q, J=6.6 Hz, 2H), 1.61 (quintet, J=7.2 Hz, 2H), 1.43 (sextet, J=7.3 Hz, 2H)... The reactants are NC1=C(C=C(C(=C1)F)OCCN1CCOCC1)N[C@H]1CC[C@H](CC1)C(=O)NC(C)C (cis-4-(2-amino-4-fluoro-5-(2-morpholinoethoxy)phenylamino)-N-isopropylcyclohexanecarboxamide), FC1=CC=C(C(=O)/N=C\2/N(C3=C(C=NC(=C3)OCCOC)N2)[C@@H]2CC[C@@H](CC2)C(NC(C)C)=O)C=C1 ((E)-4-fluoro-N-(1-(cis-4-(isopropylcarbamoyl)cyclohexyl)-6-(2-methoxyethoxy)-1H-imidazo[4,5-c]pyridin-2(3H)-ylidene)benzamide). The product is FC1=CC=C(C(=O)/N=C/2\NC3=C(N2[C@@H]2CC[C@@H](CC2)C(NC(C)C)=O)C=C(C(=C3)F)OCCN3CCOCC3)C=C1 ((E)-4-Fluoro-N-(5-fluoro-1-(cis-4-(isopropylcarbamoyl)cyclohexyl)-6-(2-morpholinoethoxy)-1H-benzo[d]imidazol-2(3H)-ylidene)benzamide), solid. Yield: 81.0%. RXN SMILES: [NH2:1][C:2]1[CH:7]=[C:6]([F:8])[C:5]([O:9][CH2:10][CH2:11][N:12]2[CH2:17][CH2:16][O:15][CH2:14][CH2:13]2)=[CH:4][C:3]=1[NH:18][C@@H:19]1[CH2:24][CH2:23][C@H:22]([C:25]([NH:27][CH:28]([CH3:30])[CH3:29])=[O:26])[CH2:21][CH2:20]1.[F:31][C:32]1[CH:66]=[CH:65][C:35]([C:36](/[N:38]=[C:39]2/N([C@H]3CC[C@@H](C(=O)NC(C)C)CC3)C3C=C(OCCOC)N=CC=3N/2)=[O:37])=[CH:34][CH:33]=1>>[F:31][C:32]1[CH:33]=[CH:34][C:35]([C:36](/[N:38]=[C:39]2\[NH:1][C:2]3[CH:7]=[C:6]([F:8])[C:5]([O:9][CH2:10][CH2:11][N:12]4[CH2:13][CH2:14][O:15][CH2:16][CH2:17]4)=[CH:4][C:3]=3[N:18]\2[C@H:19]2[CH2:24][CH2:23][C@@H:22]([C:25](=[O:26])[NH:27][CH:28]([CH3:30])[CH3:29])[CH2:21][CH2:20]2)=[O:37])=[CH:65][CH:66]=1. Procedure details: The title compound was prepared from cis-4-(2-amino-4-fluoro-5-(2-morpholinoethoxy)phenylamino)-N-isopropylcyclohexanecarboxamide using a procedure analogous to that used to prepare (E)-4-fluoro-N-(1-(cis-4-(isopropylcarbamoyl)cyclohexyl)-6-(2-methoxyethoxy)-1H-imidazo[4,5-c]pyridin-2(3H)-ylidene)benzamide. The product was isolated as an off-white solid (161 mg, 81% yield). 1H NMR (400 MHz, DMSO-d6) δ ppm 1.08 (d, J=8 Hz, 6H) 1.53-1.66 (m, 2H) 1.70-1.80 (m, 2H) 2.00-2.08 (m, 2H) 2.52-2.60 (m, 1H... The reactants are FC1=CC=C(C=C1)B(O)O (4-fluorobenzeneboronic acid), C([O-])([O-])=O.[Na+].[Na+] (sodium carbonate), BrC=1C=CC(=NC1)F (5-bromo-2-fluoropyridine), aqueous solution. Reagents/catalysts: C=1C=CC(=CC1)[P](C=2C=CC=CC2)(C=3C=CC=CC3)[Pd]([P](C=4C=CC=CC4)(C=5C=CC=CC5)C=6C=CC=CC6)([P](C=7C=CC=CC7)(C=8C=CC=CC8)C=9C=CC=CC9)[P](C=1C=CC=CC1)(C=1C=CC=CC1)C=1C=CC=CC1 (Pd(PPh3)4). The product is FC1=NC=C(C=C1)C1=CC=C(C=C1)F (2-Fluoro-5-(4-fluoro-phenyl)pyridine). Isolated yield 84.2%. As a reaction SMILES: [F:1][C:2]1[CH:7]=[CH:6][C:5](B(O)O)=[CH:4][CH:3]=1.Br[C:12]1[CH:13]=[CH:14][C:15]([F:18])=[N:16][CH:17]=1.C(=O)([O-])[O-].[Na+].[Na+]>C1C=CC([P]([Pd]([P](C2C=CC=CC=2)(C2C=CC=CC=2)C2C=CC=CC=2)([P](C2C=CC=CC=2)(C2C=CC=CC=2)C2C=CC=CC=2)[P](C2C=CC=CC=2)(C2C=CC=CC=2)C2C=CC=CC=2)(C2C=CC=CC=2)C2C=CC=CC=2)=CC=1>[F:18][C:15]1[CH:14]=[CH:13][C:12]([C:5]2[CH:6]=[CH:7][C:2]([F:1])=[CH:3][CH:4]=2)=[CH:17][N:16]=1 |f:2.3.4,^1:28,30,49,68|. Reported procedure: The procedure described in Example 4, step 4.2 is followed. Starting from 2.0 g (14.29 mmol) of 4-fluorobenzeneboronic acid, 5.21 g (14.29 mmol) of 5-bromo-2-fluoropyridine, 0.82 g (0.71 mmol) of Pd(PPh3)4 and 50 ml of a 1M aqueous solution of sodium carbonate, 2.30 g of product is obtained in the form of a white solid. Product: NC1CCC(c2cccc(F)c2F)Cn2c1nnc2C1(C(F)(F)F)CC1. Reactants: C1COCCO1, Cl, CC(C)(C)OC(=O)NC1CCC(c2cccc(F)c2F)Cn2c1nnc2C1(C(F)(F)F)CC1. RXN SMILES: [CH2:35]1[O:36][CH2:37][CH2:38][O:39][CH2:40]1.[ClH:1].[F:2][c:3]1[c:4]([CH:10]2[CH2:11][CH2:12][CH:13]([NH:27][C:28](=[O:29])[O:30][C:31]([CH3:32])([CH3:33])[CH3:34])[c:14]3[n:15]([c:17]([C:20]4([C:23]([F:24])([F:25])[F:26])[CH2:21][CH2:22]4)[n:18][n:19]3)[CH2:16]2)[cH:5][cH:6][cH:7][c:8]1[F:9]>>[F:2][c:3]1[c:4]([CH:10]2[CH2:11][CH2:12][CH:13]([NH2:27])[c:14]3[n:15]([c:17]([C:20]4([C:23]([F:24])([F:25])[F:26])[CH2:21][CH2:22]4)[n:18][n:19]3)[CH2:16]2)[cH:5][cH:6][cH:7][c:8]1[F:9]. Starting materials: O=C(OC(Cl)(Cl)Cl)Cl (diphosgene), [Si](C)(C)(C(C)(C)C)O[C@@H]1CO[C@H]2[C@@H]1OC[C@H]2OC2=NC=1C(=NC(=C(C1)Cl)C1=CC=C(C=C1)[C@@H]1CC[C@H](CC1)N)N2COCC[Si](C)(C)C ((trans)-4-(4-(2-((3R,3aR,6R,6aS)-6-(tert-Butyldimethylsilyloxy)hexahydrofuro[3,2-b]furan-3-yloxy)-6-chloro-3-((2-(trimethylsilyl)ethoxy)methyl)-3H-imidazo[4,5-b]pyridin-5-yl)phenyl)cyclohexanamine), O1CCC(CC1)O (Tetrahydro-2H-pyran-4-ol). Solvent: C1(=CC=CC=C1)C (toluene), C1(=CC=CC=C1)C (toluene). Reaction conditions: temperature 60 celsius, time 12 hour. Product: [Si](C)(C)(C(C)(C)C)O[C@@H]1CO[C@H]2[C@@H]1OC[C@H]2OC2=NC=1C(=NC(=C(C1)Cl)C1=CC=C(C=C1)[C@@H]1CC[C@H](CC1)NC(OC1CCOCC1)=O)N2COCC[Si](C)(C)C (Tetrahydro-2H-pyran-4-yl (trans)-4-(4-(2-((3R,3aR,6R,6aS)-6-(tert-butyldimethylsilyloxy)hexahydrofuro[3,2-b]furan-3-yloxy)-6-chloro-3-((2-(trimethylsilyl)ethoxy)methyl)-3H-imidazo[4,5-b]pyridin-5-yl)phenyl)cyclohexylcarbamate). RXN SMILES: [Si:1]([O:8][C@H:9]1[C@H:13]2[O:14][CH2:15][C@@H:16]([O:17][C:18]3[N:40]([CH2:41][O:42][CH2:43][CH2:44][Si:45]([CH3:48])([CH3:47])[CH3:46])[C:21]4=[N:22][C:23]([C:27]5[CH:32]=[CH:31][C:30]([C@H:33]6[CH2:38][CH2:37][C@H:36]([NH2:39])[CH2:35][CH2:34]6)=[CH:29][CH:28]=5)=[C:24]([Cl:26])[CH:25]=[C:20]4[N:19]=3)[C@H:12]2[O:11][CH2:10]1)([C:4]([CH3:7])([CH3:6])[CH3:5])([CH3:3])[CH3:2].[O:49]=[C:50](Cl)[O:51][C:52](Cl)(Cl)Cl.[O:57]1[CH2:62][CH2:61]C(O)[CH2:59][CH2:58]1>C1(C)C=CC=CC=1>[Si:1]([O:8][C@H:9]1[C@H:13]2[O:14][CH2:15][C@@H:16]([O:17][C:18]3[N:40]([CH2:41][O:42][CH2:43][CH2:44][Si:45]([CH3:48])([CH3:47])[CH3:46])[C:21]4=[N:22][C:23]([C:27]5[CH:32]=[CH:31][C:30]([C@H:33]6[CH2:38][CH2:37][C@H:36]([NH:39][C:50](=[O:49])[O:51][CH:52]7[CH2:61][CH2:62][O:57][CH2:58][CH2:59]7)[CH2:35][CH2:34]6)=[CH:29][CH:28]=5)=[C:24]([Cl:26])[CH:25]=[C:20]4[N:19]=3)[C@H:12]2[O:11][CH2:10]1)([C:4]([CH3:6])([CH3:7])[CH3:5])([CH3:3])[CH3:2]. Procedure details: (trans)-4-(4-(2-((3R,3aR,6R,6aS)-6-(tert-Butyldimethylsilyloxy)hexahydrofuro[3,2-b]furan-3-yloxy)-6-chloro-3-((2-(trimethylsilyl)ethoxy)methyl)-3H-imidazo[4,5-b]pyridin-5-yl)phenyl)cyclohexanamine (20 mg) is dissolved in toluene (2 mL), treated dropwise with a solution of diphosgene (3.4 μL) in toluene (1 mL) and stirred for 12 hours at 60° C. Tetrahydro-2H-pyran-4-ol (2.7 μL) is added and the mixture is heated for 12 hours at 60° C. The mixture is partitioned between ethylacetate and saturated ... Starting materials: Cl (hydrochloric acid), C(C)(C)NC(CC=1C(NCCCC1C1=CC=C(C=C1)OC)=O)C (3-(2-isopropylaminopropyl)-4-(4-methoxyphenyl)-1,5,6,7-tetrahydro-2H-azepinone), C(C)=O (acetaldehyde), C(#N)[BH3-].[Na+] (sodium cyanoborohydride), ice. Run in C(C)#N (acetonitrile), C(C)(=O)O (acetic acid). Reaction conditions: time 90 minute. Product: C(C)(C)N(CC)C(CC=1C(NCCCC1C1=CC=C(C=C1)OC)=O)C (3-[2-(N-isopropyl-N-ethylamino)-propyl]-4-(4-methoxyphenyl)-1,5,6,7-tetrahydro-2H-azepinone). Reaction SMILES: [CH:1]([NH:4][CH:5]([CH3:23])[CH2:6][C:7]1[C:8](=[O:22])[NH:9][CH2:10][CH2:11][CH2:12][C:13]=1[C:14]1[CH:19]=[CH:18][C:17]([O:20][CH3:21])=[CH:16][CH:15]=1)([CH3:3])[CH3:2].[CH:24](=O)[CH3:25].C([BH3-])#N.[Na+].Cl>C(#N)C.C(O)(=O)C>[CH:1]([N:4]([CH:5]([CH3:23])[CH2:6][C:7]1[C:8](=[O:22])[NH:9][CH2:10][CH2:11][CH2:12][C:13]=1[C:14]1[CH:15]=[CH:16][C:17]([O:20][CH3:21])=[CH:18][CH:19]=1)[CH2:24][CH3:25])([CH3:2])[CH3:3] |f:2.3|. Procedure details: 4.78 ml of glacial acetic acid are added dropwise to the ice-cooled mixture of 7.6 g of 3-(2-isopropylaminopropyl)-4-(4-methoxyphenyl)-1,5,6,7-tetrahydro-2H-azepinone, 13.3 ml of acetaldehyde, 4.5 g of sodium cyanoborohydride and 90 ml of acetonitrile. The mixture is stirred at room temperature for 90 minutes, cooled in an ice-bath, acidified to pH=1 with concentrated hydrochloric acid and evaporated. The residue is taken up in 150 ml of water, the solution washed with diethyl ether, filtered, b...